From a dataset of the Open Reaction Database (ORD), a public repository of structured organic reaction records. describe an organic reaction: reactants, conditions, products, and yield Starting materials: BrCC=CC=1C=C(C(=O)[O-])C=CC1 (3-(3-bromo-1-propenyl)benzoate), C(=CC)C=1C=C(C(=O)OCC)C=CC1 (ethyl 3-(1-propenyl)benzoate), BrN1C(CCC1=O)=O (N-bromosuccinimide), C(C1=CC=CC=C1)(=O)OOC(C1=CC=CC=C1)=O (benzoyl peroxide). Run in C(Cl)(Cl)(Cl)Cl (carbon tetrachloride). The product is BrCC=CC=1C=C(C(=O)OCC)C=CC1 (Ethyl 3-(3-Bromo-1-propenyl)-benzoate). RXN SMILES: [CH:1]([C:4]1[CH:5]=[C:6]([CH:12]=[CH:13][CH:14]=1)[C:7]([O:9][CH2:10][CH3:11])=[O:8])=[CH:2][CH3:3].[Br:15]N1C(=O)CCC1=O.C(OOC(=O)C1C=CC=CC=1)(=O)C1C=CC=CC=1.BrCC=CC1C=C(C=CC=1)C([O-])=O>C(Cl)(Cl)(Cl)Cl>[Br:15][CH2:3][CH:2]=[CH:1][C:4]1[CH:5]=[C:6]([CH:12]=[CH:13][CH:14]=1)[C:7]([O:9][CH2:10][CH3:11])=[O:8]. Reported procedure: A mixture of ethyl 3-(1-propenyl)benzoate (14.0 g., 0.074 mole), N-bromosuccinimide (14.9 g., 0.084 mole), benzoyl peroxide (150 mg.), and carbon tetrachloride (75 ml.) is stirred and heated at reflux for 46 hours. The mixture is cooled. Solids are filtered off and the filtrate is washed with water and dried over magnesium sulfate. The solvent is evaporated and the residual oil distilled to yield 10.2 g. (51%) of ethyl (3-(3-bromo-1-propenyl)benzoate, b.p. 129°-131° C. (0.05 mm.). The reactants are BrCc1ccccc1, [H-], [Na+], O=C1Nc2ccccc2C1=O, CN(C)C=O, O. The product is O=C1C(=O)N(Cc2ccccc2)c2ccccc21. Reaction SMILES: [Br:14][CH2:15][c:16]1[cH:17][cH:18][cH:19][cH:20][cH:21]1.[H-:12].[Na+:13].[O:1]=[C:2]1[NH:3][c:4]2[cH:5][cH:6][cH:7][cH:8][c:9]2[C:10]1=[O:11].[O:23]=[CH:24][N:25]([CH3:26])[CH3:27].[OH2:22]>>[O:1]=[C:2]1[N:3]([CH2:15][c:16]2[cH:17][cH:18][cH:19][cH:20][cH:21]2)[c:4]2[cH:5][cH:6][cH:7][cH:8][c:9]2[C:10]1=[O:11]. Starting materials: CC(=O)O, O=N[O-], Nn1c(=O)[nH]c2c(oc3ccc(Cl)cc32)c1=O, [Na+], O. Yields the product O=c1[nH]c(=O)c2oc3ccc(Cl)cc3c2[nH]1. Reaction SMILES: [CH3:22][C:23](=[O:24])[OH:25].[N:18]([O-:19])=[O:20].[NH2:1][n:2]1[c:3](=[O:17])[nH:4][c:5]2[c:6]([c:7]1=[O:8])[o:9][c:10]1[c:11]2[cH:12][c:13]([Cl:16])[cH:14][cH:15]1.[Na+:21].[OH2:26]>>[nH:2]1[c:3](=[O:17])[nH:4][c:5]2[c:6]([c:7]1=[O:8])[o:9][c:10]1[c:11]2[cH:12][c:13]([Cl:16])[cH:14][cH:15]1.